Dataset: the Open Reaction Database (ORD), a public repository of structured organic reaction records. Task: describe an organic reaction: reactants, conditions, products, and yield The reactants are C(C1=CC=CC=C1)N1C(NC2=C1C=C(C=C2)Br)=O (1-benzyl-6-bromo-1,3-dihydro-benzoimidazol-2-one), [N+](=O)([O-])C=1C=C(C=CC1)B(O)O (3-nitro-phenyl boronic acid). Solvent: O (H2O). The product is C(C1=CC=CC=C1)N1C(NC2=C1C=C(C=C2)C2=CC(=CC=C2)[N+](=O)[O-])=O (1-Benzyl-6-(3-nitro-phenyl)-1,3-dihydro-benzoimidazol-2-one). RXN SMILES: [CH2:1]([N:8]1[C:12]2[CH:13]=[C:14](Br)[CH:15]=[CH:16][C:11]=2[NH:10][C:9]1=[O:18])[C:2]1[CH:7]=[CH:6][CH:5]=[CH:4][CH:3]=1.[N+:19]([C:22]1[CH:23]=[C:24](B(O)O)[CH:25]=[CH:26][CH:27]=1)([O-:21])=[O:20]>O>[CH2:1]([N:8]1[C:12]2[CH:13]=[C:14]([C:26]3[CH:25]=[CH:24][CH:23]=[C:22]([N+:19]([O-:21])=[O:20])[CH:27]=3)[CH:15]=[CH:16][C:11]=2[NH:10][C:9]1=[O:18])[C:2]1[CH:7]=[CH:6][CH:5]=[CH:4][CH:3]=1. Procedure details: Prepared from 1-benzyl-6-bromo-1,3-dihydro-benzoimidazol-2-one and 3-nitro-phenyl boronic acid in the same fashion as that of Example 5. White solid: mp 202-203° C.; 1H-NMR (DMSO-d6) δ11.2 (s, 1H), 8.38 (t, 1H, J=1.97 Hz), 8.15 (dd, 1H, J=7.83, 1.97 Hz), 8.80 (d, 1H, J=7.83 Hz), 7.72 (t, 1H, J=7.83 Hz), 7.56 (bs, 1H), 7.43-7.22 (m, 6H), 7.13 (d, 1H, J=7.83 Hz), 5.1 (s, 2H); MS (ES) m/z 344([M−H]−, 100%); Anal. Calc. For C20H15N3O3.0.25 H2O: C, 68.66; H, 4.46; N, 12.01. Found: C, 68.42; H, 4.44; ... Reactants: C(C)(C)(C)OC(=O)NC[C@@H](C(=O)OC)N1CCN(CC1)S(=O)(=O)CC(C)C (methyl (S)-3-tert-butoxycarbonylamino-2-[4-(2-methylpropane-1-sulfonyl)piperazin-1-yl]propanoate), Cl.Cl.NC[C@@H](C(=O)OC)N1CCN(CC1)S(=O)(=O)CC(C)C (methyl (S)-3-amino-2-[4-(2-methylpropane-1-sulfonyl)piperazin-1-yl]propanoate dihydrochloride). Product: Cl.Cl.NC[C@@H](C(=O)OC)N1CCN(CC1)S(=O)(=O)C=C(C)C (Methyl (S)-3-amino-2-[4-(2-methylpropene-1-sulfonyl)piperazin-1-yl]propanoate dihydrochloride). RXN SMILES: C(OC([NH:8][CH2:9][C@H:10]([N:15]1[CH2:20][CH2:19][N:18]([S:21]([CH2:24][CH:25]([CH3:27])[CH3:26])(=[O:23])=[O:22])[CH2:17][CH2:16]1)[C:11]([O:13][CH3:14])=[O:12])=O)(C)(C)C.[ClH:28].Cl.NC[C@H](N1CCN(S(CC(C)C)(=O)=O)CC1)C(OC)=O>>[ClH:28].[ClH:28].[NH2:8][CH2:9][C@H:10]([N:15]1[CH2:20][CH2:19][N:18]([S:21]([CH:24]=[C:25]([CH3:27])[CH3:26])(=[O:23])=[O:22])[CH2:17][CH2:16]1)[C:11]([O:13][CH3:14])=[O:12] |f:1.2.3,4.5.6|. Reported procedure: In a manner analogous to example 3.3, using 785 mg (1.9 mmol) of methyl (S)-3-tert-butoxycarbonylamino-2-[4-(2-methylpropane-1-sulfonyl)piperazin-1-yl]propanoate, 621 mg (85%) of methyl (S)-3-amino-2-[4-(2-methylpropane-1-sulfonyl)piperazin-1-yl]propanoate dihydrochloride are obtained in the form of a solid. Reactants: [N+](=O)([O-])C1=C(C=CC(=C1)S(=O)(=O)C(F)(F)F)NC(C)=O (N-(2-nitro-4-trifluoromethylsulfonyl-phenyl)-acetamide). The solvent is Cl (HCl), O (water). Yields the product [N+](=O)([O-])C1=C(C=CC(=C1)S(=O)(=O)C(F)(F)F)N (2-nitro-4-trifluoromethylsulfonyl-phenylamine). As a reaction SMILES: [N+:1]([C:4]1[CH:9]=[C:8]([S:10]([C:13]([F:16])([F:15])[F:14])(=[O:12])=[O:11])[CH:7]=[CH:6][C:5]=1[NH:17]C(=O)C)([O-:3])=[O:2]>Cl.O>[N+:1]([C:4]1[CH:9]=[C:8]([S:10]([C:13]([F:16])([F:14])[F:15])(=[O:11])=[O:12])[CH:7]=[CH:6][C:5]=1[NH2:17])([O-:3])=[O:2]. Procedure details: Reflux N-(2-nitro-4-trifluoromethylsulfonyl-phenyl)-acetamide (600 mg) for 40 minutes in concentrated HCl (15 mL) and water (5 mL). Cool the mixture to room temperature and collect the precipitate obtain 2-nitro-4-trifluoromethylsulfonyl-phenylamine. The reactants are [BH4-], CC(C)N, CO, CN1C(=O)C(c2ccc(OC(F)F)cc2)(c2cccc(C=O)c2)N=C1N, [Na+], [Na+], [OH-]. Product: CC(C)NCc1cccc(C2(c3ccc(OC(F)F)cc3)N=C(N)N(C)C2=O)c1. As a reaction SMILES: [BH4-:31].[CH3:27][CH:28]([CH3:29])[NH2:30].[CH3:35][OH:36].[NH2:1][C:2]1=[N:6][C:5]([c:7]2[cH:8][cH:9][c:10]([O:13][CH:14]([F:15])[F:16])[cH:11][cH:12]2)([c:17]2[cH:18][c:19]([CH:20]=[O:21])[cH:22][cH:23][cH:24]2)[C:4](=[O:25])[N:3]1[CH3:26].[Na+:32].[Na+:34].[OH-:33]>>[NH2:1][C:2]1=[N:6][C:5]([c:7]2[cH:8][cH:9][c:10]([O:13][CH:14]([F:15])[F:16])[cH:11][cH:12]2)([c:17]2[cH:18][c:19]([CH2:20][NH:30][CH:28]([CH3:27])[CH3:29])[cH:22][cH:23][cH:24]2)[C:4](=[O:25])[N:3]1[CH3:26]. Reactants: [BH4-].[Na+] (Sodium borohydride), C(C)(C)(C)OC(=O)N1CCC(CC1)=C1C(NC2=CC(=CC=C12)Cl)=O (4-(6-chloro-2-oxo-1,2-dihydro-indol-3-ylidene)-piperidine-1-carboxylic acid tert-butyl ester). Solvent: CO (methanol), O (water), O (water). Conditions: temperature 40 celsius. Product: C(C)(C)(C)OC(=O)N1CCC(CC1)C1C(NC2=CC(=CC=C12)Cl)=O (rac-4-(6-chloro-2-oxo-2,3-dihydro-1H-indol-3-yl)-piperidine-1-carboxylic acid tert-butyl ester). Reaction SMILES: [BH4-].[Na+].[C:3]([O:7][C:8]([N:10]1[CH2:15][CH2:14][C:13](=[C:16]2[C:24]3[C:19](=[CH:20][C:21]([Cl:25])=[CH:22][CH:23]=3)[NH:18][C:17]2=[O:26])[CH2:12][CH2:11]1)=[O:9])([CH3:6])([CH3:5])[CH3:4]>CO.O>[C:3]([O:7][C:8]([N:10]1[CH2:15][CH2:14][CH:13]([CH:16]2[C:24]3[C:19](=[CH:20][C:21]([Cl:25])=[CH:22][CH:23]=3)[NH:18][C:17]2=[O:26])[CH2:12][CH2:11]1)=[O:9])([CH3:6])([CH3:4])[CH3:5] |f:0.1|. Procedure: Sodium borohydride (0.38 g, 10 mmol) (Aldrich) was added in small portions to a solution of 4-(6-chloro-2-oxo-1,2-dihydro-indol-3-ylidene)-piperidine-1-carboxylic acid tert-butyl ester (0.35 g, 1 mmol) (from Example 12a supra) in methanol (25 mL) and water (3 mL) at such a rate that gas evolution was not too vigorous. When addition was complete, mixture was heated at 40° C. for 1 hour. After cooling, mixture was slowly diluted with water. Precipitate formed was collected by filtration and washed... Reactants: C1CCOC1, CCCN(C)c1cc(C(=O)OC)cc(Cl)n1, CS(N)(=O)=O, Cc1ccccc1, CS(N)(=O)=O, [H-], [Na+], [Na], O=C(C=Cc1ccccc1)C=Cc1ccccc1, O=C(C=Cc1ccccc1)C=Cc1ccccc1, O=C(C=Cc1ccccc1)C=Cc1ccccc1, [Pd], [Pd], CC(C)(C)P(c1ccccc1-c1ccccc1)C(C)(C)C. The product is CCCN(C)c1cc(C(=O)OC)cc(NS(C)(=O)=O)n1. RXN SMILES: [CH2:51]1[O:52][CH2:53][CH2:54][CH2:55]1.[CH3:14][O:15][C:16]([c:17]1[cH:18][c:19]([Cl:28])[n:20][c:21]([N:23]([CH2:24][CH2:25][CH3:26])[CH3:27])[cH:22]1)=[O:29].[CH3:1][S:2](=[O:3])(=[O:4])[NH2:5].[CH3:56][c:57]1[cH:58][cH:59][cH:60][cH:61][cH:62]1.[CH3:8][S:9]([NH2:10])(=[O:11])=[O:12].[H-:6].[Na+:7].[Na:13].[O:101]=[C:102]([CH:103]=[CH:104][c:105]1[cH:106][cH:107][cH:108][cH:109][cH:110]1)[CH:111]=[CH:112][c:113]1[cH:114][cH:115][cH:116][cH:117][cH:118]1.[O:65]=[C:66]([CH:67]=[CH:68][c:69]1[cH:70][cH:71][cH:72][cH:73][cH:74]1)[CH:75]=[CH:76][c:77]1[cH:78][cH:79][cH:80][cH:81][cH:82]1.[O:83]=[C:84]([CH:85]=[CH:86][c:87]1[cH:88][cH:89][cH:90][cH:91][cH:92]1)[CH:93]=[CH:94][c:95]1[cH:96][cH:97][cH:98][cH:99][cH:100]1.[Pd:63].[Pd:64].[c:30]1(-[c:31]2[cH:32][cH:33][cH:34][cH:35][cH:36]2)[cH:37][cH:38][cH:39][cH:40][c:41]1[P:42]([C:43]([CH3:44])([CH3:45])[CH3:46])[C:47]([CH3:48])([CH3:49])[CH3:50]>>[CH3:1][S:2](=[O:3])(=[O:4])[NH:5][c:19]1[cH:18][c:17]([C:16]([O:15][CH3:14])=[O:29])[cH:22][c:21]([N:23]([CH2:24][CH2:25][CH3:26])[CH3:27])[n:20]1.